Dataset: the Open Reaction Database (ORD), a public repository of structured organic reaction records. Task: describe an organic reaction: reactants, conditions, products, and yield Reaction SMILES: [ClH:1].[N+:2]([C:5]1[CH:27]=[CH:26][C:8]([CH2:9][CH2:10][N:11]2[CH2:20][CH2:19][C:18]3[C:13](=[C:14]([O:23][CH3:24])[C:15]([O:21][CH3:22])=[CH:16][CH:17]=3)[CH:12]2[CH3:25])=[CH:7][CH:6]=1)([O-])=O>CO.O.[Pd].C(O)C>[ClH:1].[NH2:2][C:5]1[CH:27]=[CH:26][C:8]([CH2:9][CH2:10][N:11]2[CH2:20][CH2:19][C:18]3[C:17](=[CH:16][C:15]([O:21][CH3:22])=[C:14]([O:23][CH3:24])[CH:13]=3)[CH:12]2[CH3:25])=[CH:7][CH:6]=1 |f:0.1,6.7|. Yield: 72.3%. Reagents/catalysts: [Pd] (Pd/C). Procedure details: A solution of N-(4-nitrophenethyl)-1,2,3,4-tetrahydro-7,8-dimethoxy-1-methylisoquinoline hydrochloride (66.3 g, 0.17 m) in methanol (1 liter) and water (10 ml) was placed in an 1100 ml pressure bottle and 5% Pd/C catalyst (5.0 g) added under nitrogen. The mixture was hydrogenated at 40 psi in a Parr apparatus for 20 hr. The catalyst was removed by filtration and the solvent evaporated leaving an oily residue. The residue was dissolved in 95% ethanol (300 ml) and after 24 hr a solid had crystalli... Conditions: time 20 hour. Reactants: Cl.[N+](=O)([O-])C1=CC=C(CCN2C(C3=C(C(=CC=C3CC2)OC)OC)C)C=C1 (N-(4-nitrophenethyl)-1,2,3,4-tetrahydro-7,8-dimethoxy-1-methylisoquinoline hydrochloride). Run in C(C)O (ethanol), CO (methanol), O (water). The product is Cl.NC1=CC=C(CCN2C(C3=CC(=C(C=C3CC2)OC)OC)C)C=C1 (N-(4-aminophenethyl)-1,2,3,4-tetrahydro-6,7-dimethoxy-1-methylisoquinoline monohydrochloride). Reactants: CCOC=C(C#N)C(=O)OCC, Cc1ccccc1, CCCCc1ccc(N)nc1. Product: CCCCc1ccc(NC=C(C#N)C(=O)OCC)nc1. RXN SMILES: [CH2:12]([O:13][CH:15]=[C:16]([C:17](=[O:18])[O:19][CH2:20][CH3:21])[C:22]#[N:23])[CH3:14].[CH3:24][c:25]1[cH:26][cH:27][cH:28][cH:29][cH:30]1.[NH2:1][c:2]1[n:3][cH:4][c:5]([CH2:8][CH2:9][CH2:10][CH3:11])[cH:6][cH:7]1>>[NH:1]([c:2]1[n:3][cH:4][c:5]([CH2:8][CH2:9][CH2:10][CH3:11])[cH:6][cH:7]1)[CH:15]=[C:16]([C:17](=[O:18])[O:19][CH2:20][CH3:21])[C:22]#[N:23]. Reactants: ClC=1C=C(N)C(=CC1F)[N+](=O)[O-] (3-chloro-4-fluoro-6-nitroaniline), BrBr (bromine), ice water. Solvent: C(C)(=O)O (acetic acid). The product is BrC1=C(N)C(=CC(=C1Cl)F)[N+](=O)[O-] (2-Bromo-3-chloro-4-fluoro-6-nitroaniline). Reaction SMILES: [Cl:1][C:2]1[CH:3]=[C:4]([C:6]([N+:10]([O-:12])=[O:11])=[CH:7][C:8]=1[F:9])[NH2:5].[Br:13]Br>C(O)(=O)C>[Br:13][C:3]1[C:2]([Cl:1])=[C:8]([F:9])[CH:7]=[C:6]([N+:10]([O-:12])=[O:11])[C:4]=1[NH2:5]. Procedure details: Into a solution of 3-chloro-4-fluoro-6-nitroaniline (200.3 g) in acetic acid (1.5 litter) was added bromine (339 g) during a period of 80 minutes at 50° C. under stirring and stirred for further 2 hours. The reaction mixture was poured into ice water (3 litter) and the resulting precipitate was collected by filtration, washed with water and added to a mixture of concentrated hydrochloric acid (300 ml) and ethanol (1.2 litter). The mixture was refluxed for 8.5 hrs. After cooling, the precipitate ... The reactants are Fc1cc2[nH]ncc2cc1Br, CC(C)(C)[O-], CI, [K+], CN(C)C=O. Yields the product Cn1ncc2cc(Br)c(F)cc21. RXN SMILES: [Br:1][c:2]1[cH:3][c:4]2[cH:5][n:6][nH:7][c:8]2[cH:9][c:10]1[F:11].[CH3:12][C:13]([O-:14])([CH3:15])[CH3:16].[CH3:18][I:19].[K+:17].[O:20]=[CH:21][N:22]([CH3:23])[CH3:24]>>[Br:1][c:2]1[cH:3][c:4]2[cH:5][n:6][n:7]([CH3:12])[c:8]2[cH:9][c:10]1[F:11]. Reactants: FC(OC1=CC(=NN1C)N1N=CC(=C1C)C(=O)OCC)F (Ethyl 1-(5-difluoromethoxy-1-methyl-3-pyrazolyl)-5-methyl-4-pyrazolecarboxylate), [OH-].[Na+] (sodium hydroxide). Run in C(C)O (ethanol). Reaction conditions: temperature 80 celsius, time 1 hour. Product: FC(OC1=CC(=NN1C)N1N=CC(=C1C)C(=O)O)F (1-(5-Difluoromethoxy-1-methyl-3-pyrazolyl)-5-methyl-4-pyrazolecarboxylic acid). RXN SMILES: [F:1][CH:2]([F:21])[O:3][C:4]1[N:8]([CH3:9])[N:7]=[C:6]([N:10]2[C:14]([CH3:15])=[C:13]([C:16]([O:18]CC)=[O:17])[CH:12]=[N:11]2)[CH:5]=1.[OH-].[Na+]>C(O)C>[F:21][CH:2]([F:1])[O:3][C:4]1[N:8]([CH3:9])[N:7]=[C:6]([N:10]2[C:14]([CH3:15])=[C:13]([C:16]([OH:18])=[O:17])[CH:12]=[N:11]2)[CH:5]=1 |f:1.2|. Procedure: A mixture of 1.25 g (4.16 mmol) Ethyl 1-(5-difluoromethoxy-1-methyl-3-pyrazolyl)-5-methyl-4-pyrazolecarboxylate, 20 ml ethanol and 0.97 ml aqueous sodium hydroxide (45%) was stirred for 1 hour at 80° C. The reaction solution was concentrated to a half and acidified with hydrochloric acid (37%). The precipitate was suction filtered off, washed with water and dried. Starting materials: O=C(O)Cn1c(-c2ccc(Br)cc2)nc2cccnc21, O=C(n1ccnc1)n1ccnc1, CCN1CCCC(N)C1, C1CCOC1. Yields the product CCN1CCCC(NC(=O)Cn2c(-c3ccc(Br)cc3)nc3cccnc32)C1. RXN SMILES: [Br:1][c:2]1[cH:3][cH:4][c:5](-[c:8]2[n:9][c:10]3[c:11]([n:12][cH:13][cH:14][cH:15]3)[n:16]2[CH2:17][C:18](=[O:19])[OH:20])[cH:6][cH:7]1.[C:21]([n:22]1[cH:23][cH:24][n:25][cH:26]1)([n:27]1[cH:28][cH:29][n:30][cH:31]1)=[O:32].[NH2:33][CH:34]1[CH2:35][N:36]([CH2:40][CH3:41])[CH2:37][CH2:38][CH2:39]1.[O:42]1[CH2:43][CH2:44][CH2:45][CH2:46]1>>[Br:1][c:2]1[cH:3][cH:4][c:5](-[c:8]2[n:9][c:10]3[c:11]([n:12][cH:13][cH:14][cH:15]3)[n:16]2[CH2:17][C:18](=[O:20])[NH:33][CH:34]2[CH2:35][N:36]([CH2:40][CH3:41])[CH2:37][CH2:38][CH2:39]2)[cH:6][cH:7]1.